This data is from the Open Reaction Database (ORD), a public repository of structured organic reaction records. The task is: describe an organic reaction: reactants, conditions, products, and yield Reactants: CCCN, CO, COC(=O)C(C)(C)N. Yields the product CCCNC(=O)C(C)(C)N. RXN SMILES: [CH2:9]([CH2:10][CH3:11])[NH2:12].[CH3:13][OH:14].[NH2:1][C:2]([C:3](=[O:4])[O:5][CH3:6])([CH3:7])[CH3:8]>>[NH2:1][C:2]([C:3](=[O:4])[NH:12][CH2:9][CH2:10][CH3:11])([CH3:7])[CH3:8]. Starting materials: ClC1=NC(=CC(=C1N)C)C (2-chloro-4,6-dimethylpyridin-3-amine), Br (hydrobromic acid), N(=O)[O-].[Na+] (sodium nitrite), Br (hydrobromic acid). The reagents and catalysts are [Cu]Br (copper(I) bromide). Solvent: O (water). Conditions: temperature 0 celsius, time 15 minute. The product is BrC=1C(=NC(=CC1C)C)Cl (3-bromo-2-chloro-4,6-dimethylpyridine). As a reaction SMILES: [Cl:1][C:2]1[C:7](N)=[C:6]([CH3:9])[CH:5]=[C:4]([CH3:10])[N:3]=1.N([O-])=O.[Na+].[BrH:15]>O.[Cu]Br>[Br:15][C:7]1[C:2]([Cl:1])=[N:3][C:4]([CH3:10])=[CH:5][C:6]=1[CH3:9] |f:1.2|. Procedure: 2-chloro-4,6-dimethylpyridin-3-amine (2.85 g) was dissolved in hydrobromic acid (15 mL, 48% aqueous solution), and the solution was cooled to 0° C. A solution of sodium nitrite (1.51 g) in water (2 mL) was slowly added dropwise to the solution, and the mixture was stirred at 0° C. for 15 minutes. A suspension of copper(I) bromide (4.18 g) in hydrobromic acid (5 mL, 48% aqueous solution) was added dropwise to the solution, and the mixture was stirred at 0° C. for 10 minutes and then at 60° C. for... Starting materials: BrC1=CC=2N=CN(C(C2S1)=O)C1=CC(=C(C=C1)OCCN1CCCC1)F (6-Bromo-3-[3-fluoro-4-(2-pyrrolidin-1-ylethoxy)phenyl]-3H-thieno[3,2-d]pyrimidin-4-one), C(#C)C1(CCCC1)O (1-ethynylcyclopentanol). Yields the product FC=1C=C(C=CC1OCCN1CCCC1)N1C=NC2=C(C1=O)SC(=C2)C#CC2(CCCC2)O (3-[3-Fluoro-4-(2-pyrrolidin-1-ylethoxy)phenyl]-6-(1-hydroxycyclopentylethynyl)-3H-thieno[3,2-d]pyrimidin-4-one). Reaction SMILES: Br[C:2]1[S:10][C:9]2[C:8](=[O:11])[N:7]([C:12]3[CH:17]=[CH:16][C:15]([O:18][CH2:19][CH2:20][N:21]4[CH2:25][CH2:24][CH2:23][CH2:22]4)=[C:14]([F:26])[CH:13]=3)[CH:6]=[N:5][C:4]=2[CH:3]=1.[C:27]([C:29]1([OH:34])[CH2:33][CH2:32][CH2:31][CH2:30]1)#[CH:28]>>[F:26][C:14]1[CH:13]=[C:12]([N:7]2[C:8](=[O:11])[C:9]3[S:10][C:2]([C:28]#[C:27][C:29]4([OH:34])[CH2:33][CH2:32][CH2:31][CH2:30]4)=[CH:3][C:4]=3[N:5]=[CH:6]2)[CH:17]=[CH:16][C:15]=1[O:18][CH2:19][CH2:20][N:21]1[CH2:25][CH2:24][CH2:23][CH2:22]1. Procedure: 6-Bromo-3-[3-fluoro-4-(2-pyrrolidin-1-ylethoxy)phenyl]-3H-thieno[3,2-d]pyrimidin-4-one was reacted with 1-ethynylcyclopentanol by method R.